The task is: describe an organic reaction: reactants, conditions, products, and yield. This data is from the Open Reaction Database (ORD), a public repository of structured organic reaction records. Reactants: CCOC(=O)C(C)(C)NNC(=O)OCc1ccccc1, Cc1cc(C)cc(C(=O)Cl)c1, ClCCl, [K+], [K+], O=C([O-])[O-], O. The product is CCOC(=O)C(C)(C)N(NC(=O)OCc1ccccc1)C(=O)c1cc(C)cc(C)c1. As a reaction SMILES: [CH2:1]([CH3:2])[O:3][C:4]([C:5]([CH3:6])([CH3:7])[NH:8][NH:9][C:10](=[O:11])[O:12][CH2:13][c:14]1[cH:15][cH:16][cH:17][cH:18][cH:19]1)=[O:20].[CH3:27][c:28]1[cH:29][c:30]([C:31](=[O:32])[Cl:33])[cH:34][c:35]([CH3:37])[cH:36]1.[Cl:38][CH2:39][Cl:40].[K+:21].[K+:22].[O-:23][C:24]([O-:25])=[O:26].[OH2:41]>>[CH2:1]([CH3:2])[O:3][C:4]([C:5]([CH3:6])([CH3:7])[N:8]([NH:9][C:10](=[O:11])[O:12][CH2:13][c:14]1[cH:15][cH:16][cH:17][cH:18][cH:19]1)[C:31]([c:30]1[cH:29][c:28]([CH3:27])[cH:36][c:35]([CH3:37])[cH:34]1)=[O:32])=[O:20]. Reactants: [OH-].[Na+] (sodium hydroxide), COC(CC1(CCC1)C1=CC(=C(C=C1)Cl)NC(C([C@H](C(F)(F)F)C)C1=CC=C(C=C1)Cl)=O)=O (methyl-[1-(4-chloro-3-{[(3R)-2-(4-chlorophenyl)-4,4,4-trifluoro-3-methylbutanoyl]amino}phenyl)cyclobutyl]acetate), Cl (hydrochloric acid). Solvent: O1CCOCC1 (dioxane). Run at temperature 80 celsius, time 8 hour. Yields the product ClC1=C(C=C(C=C1)C1(CCC1)CC(=O)O)NC(C([C@H](C(F)(F)F)C)C1=CC=C(C=C1)Cl)=O ([1-(4-Chloro-3-{[(3R)-2-(4-chlorophenyl)-4,4,4-trifluoro-3-methylbutanoyl]amino}-phenyl)cyclobutyl]acetic acid). Reaction SMILES: C[O:2][C:3](=[O:33])[CH2:4][C:5]1([C:9]2[CH:14]=[CH:13][C:12]([Cl:15])=[C:11]([NH:16][C:17](=[O:32])[CH:18]([C:25]3[CH:30]=[CH:29][C:28]([Cl:31])=[CH:27][CH:26]=3)[C@@H:19]([CH3:24])[C:20]([F:23])([F:22])[F:21])[CH:10]=2)[CH2:8][CH2:7][CH2:6]1.[OH-].[Na+].Cl>O1CCOCC1>[Cl:15][C:12]1[CH:13]=[CH:14][C:9]([C:5]2([CH2:4][C:3]([OH:33])=[O:2])[CH2:6][CH2:7][CH2:8]2)=[CH:10][C:11]=1[NH:16][C:17](=[O:32])[CH:18]([C:25]1[CH:30]=[CH:29][C:28]([Cl:31])=[CH:27][CH:26]=1)[C@@H:19]([CH3:24])[C:20]([F:23])([F:22])[F:21] |f:1.2|. Procedure: 38 mg (0.08 mmol) of methyl-[1-(4-chloro-3-{[(3R)-2-(4-chlorophenyl)-4,4,4-trifluoro-3-methylbutanoyl]amino}phenyl)cyclobutyl]acetate were dissolved in 9.5 ml of dioxane, and 0.15 ml of 1 N aqueous sodium hydroxide solution was added. The mixture was stirred at 80° C. overnight. The reaction mixture was then acidified with 1 N hydrochloric acid to pH 1 and extracted repeatedly with ethyl acetate. The combined organic phases were washed with saturated sodium chloride solution, dried over sodium s... The reactants are C[Si](N[Si](C)(C)C)(C)C.[Li] (lithium hexamethyldisilazane), solution, C(C)OC1=CC=C(COC=2C=C(C=CC2)C#C)C=C1 (3-(4-ethoxybenzyloxy)phenylacetylene), CON(C(C1=CC=CC=C1)=O)C (N-methoxy-N-methylbenzamide). Run in O1CCCC1 (tetrahydrofuran), O1CCCC1 (tetrahydrofuran), O1CCCC1 (tetrahydrofuran). Conditions: temperature 0 celsius, time 45 minute. Product: C1(=CC=CC=C1)C(C#CC1=CC(=CC=C1)OCC1=CC=C(C=C1)OCC)=O (1-Phenyl-3-[3-(4-ethoxybenzyloxy)phenyl]-2-propyne-1-one). As a reaction SMILES: C[Si](C)(C)N[Si](C)(C)C.[Li].[CH2:11]([O:13][C:14]1[CH:29]=[CH:28][C:17]([CH2:18][O:19][C:20]2[CH:21]=[C:22]([C:26]#[CH:27])[CH:23]=[CH:24][CH:25]=2)=[CH:16][CH:15]=1)[CH3:12].CON(C)[C:33](=[O:40])[C:34]1[CH:39]=[CH:38][CH:37]=[CH:36][CH:35]=1>O1CCCC1>[C:34]1([C:33](=[O:40])[C:27]#[C:26][C:22]2[CH:23]=[CH:24][CH:25]=[C:20]([O:19][CH2:18][C:17]3[CH:28]=[CH:29][C:14]([O:13][CH2:11][CH3:12])=[CH:15][CH:16]=3)[CH:21]=2)[CH:39]=[CH:38][CH:37]=[CH:36][CH:35]=1 |f:0.1,^1:9|. Procedure: Place lithium hexamethyldisilazane (2 mL of a 1M solution in tetrahydrofuran, 2 mmol) and tetrahydrofuran (8 mL) under an argon atmosphere and cool to 0° C. Add a solution of 3-(4-ethoxybenzyloxy)phenylacetylene (0.51 g, 2 mmol) in tetrahydrofuran and stir the solution for 45 minutes at 0° C. Add N-methoxy-N-methylbenzamide (0.4 g, 2.4 mmol), remove the cooling bath and stir at room temperature for 1 hour. Partition the mixture between ethyl ether and water, separate the organic phase and dry (M... The reactants are BrC=1C=CC(=C(C1)CNC(C)=O)Cl (N-[(5-bromo-2-chlorophenyl)methyl]acetamide), BrC=1C=CC(=C(C1)CNC(C)=O)Cl (N-[(5-bromo-2-chlorophenyl)methyl]acetamide), O1CCCC2=C1C=CC(=C2)C2=NNC=C2 (3-(3,4-dihydro-2H-1-benzopyran-6-yl)-1H-pyrazole), BrC=1C=CC(=C(C1)CN)Cl (5-bromo-2-chlorobenzenemethanamine). The product is ClC1=C(C=C(C=C1)N1N=C(C=C1)C=1C=CC2=C(CCCO2)C1)CNC(C)=O (N-[[2-chloro-5-[3-(3,4-dihydro-2H-1-benzopyran-6-yl)-1H-pyrazol-1-yl]phenyl]methyl]acetamide). RXN SMILES: Br[C:2]1[CH:3]=[CH:4][C:5]([Cl:13])=[C:6]([CH2:8][NH:9][C:10](=[O:12])[CH3:11])[CH:7]=1.[O:14]1[C:19]2[CH:20]=[CH:21][C:22]([C:24]3[CH:28]=[CH:27][NH:26][N:25]=3)=[CH:23][C:18]=2[CH2:17][CH2:16][CH2:15]1.BrC1C=CC(Cl)=C(CN)C=1>>[Cl:13][C:5]1[CH:4]=[CH:3][C:2]([N:26]2[CH:27]=[CH:28][C:24]([C:22]3[CH:21]=[CH:20][C:19]4[O:14][CH2:15][CH2:16][CH2:17][C:18]=4[CH:23]=3)=[N:25]2)=[CH:7][C:6]=1[CH2:8][NH:9][C:10](=[O:12])[CH3:11]. Reported procedure: N-[(5-bromo-2-chlorophenyl)methyl]acetamide (i.e. the product of Step B) (0.58 g, 2.2 mmol) was reacted with 3-(3,4-dihydro-2H-1-benzopyran-6-yl)-1H-pyrazole (i.e. the product of Step A of Synthesis Example 1) (0.40 g, 2.0 mmol) using a procedure analogous to Step B of Synthesis Example 1 to provide the title product, a compound of the present invention, as a solid (0.09 g). Starting materials: CN, O=C(O)C1CCCCN1S(=O)(=O)c1ccc(F)cc1. The product is CNC(=O)C1CCCCN1S(=O)(=O)c1ccc(F)cc1. As a reaction SMILES: [CH3:20][NH2:21].[F:1][c:2]1[cH:3][cH:4][c:5]([S:8](=[O:9])(=[O:10])[N:11]2[CH:12]([C:17](=[O:18])[OH:19])[CH2:13][CH2:14][CH2:15][CH2:16]2)[cH:6][cH:7]1>>[F:1][c:2]1[cH:3][cH:4][c:5]([S:8](=[O:9])(=[O:10])[N:11]2[CH:12]([C:17](=[O:19])[NH:21][CH3:20])[CH2:13][CH2:14][CH2:15][CH2:16]2)[cH:6][cH:7]1.